From a dataset of the Open Reaction Database (ORD), a public repository of structured organic reaction records. describe an organic reaction: reactants, conditions, products, and yield The reactants are ClCCl, Cc1nc(S(=O)(=O)Cl)cn1C, CCN(C(C)C)C(C)C, COc1ccc(-c2ccc(CNCCCNc3nsc4ncccc34)cc2)cc1. Yields the product COc1ccc(-c2ccc(CN(CCCNc3nsc4ncccc34)S(=O)(=O)c3cn(C)c(C)n3)cc2)cc1. As a reaction SMILES: [CH2:50]([Cl:51])[Cl:52].[CH3:39][n:40]1[c:41]([CH3:49])[n:42][c:43]([S:45](=[O:46])(=[O:47])[Cl:48])[cH:44]1.[CH:30]([N:31]([CH:32]([CH3:33])[CH3:34])[CH2:35][CH3:36])([CH3:37])[CH3:38].[s:1]1[n:2][c:3]([NH:10][CH2:11][CH2:12][CH2:13][NH:14][CH2:15][c:16]2[cH:17][cH:18][c:19](-[c:22]3[cH:23][cH:24][c:25]([O:28][CH3:29])[cH:26][cH:27]3)[cH:20][cH:21]2)[c:4]2[c:5]1[n:6][cH:7][cH:8][cH:9]2>>[s:1]1[n:2][c:3]([NH:10][CH2:11][CH2:12][CH2:13][N:14]([CH2:15][c:16]2[cH:17][cH:18][c:19](-[c:22]3[cH:23][cH:24][c:25]([O:28][CH3:29])[cH:26][cH:27]3)[cH:20][cH:21]2)[S:45]([c:43]2[n:42][c:41]([CH3:49])[n:40]([CH3:39])[cH:44]2)(=[O:46])=[O:47])[c:4]2[c:5]1[n:6][cH:7][cH:8][cH:9]2. Reactants: C(=C)C1=NC=CC=C1 (vinylpyridine), N1CCC1 (azetidine), BrN1C(CCC1=O)=O (N-Bromosuccinimide), CC1=CC(=NO1)C1=NN=C2N1N=C(C1=CC=CC=C21)OCC=2C=NC(=CC2)C=C (3-(5-methylisoxazol-3-yl)-6-(6-vinylpyridin-3-ylmethoxy)-[1,2,4]triazolo[3,4-α]phthalazine), [OH-].[Na+] (NaOH). Run in CN(C)C=O (DMF), O (H2O), CC(=O)O (AcOH). Reaction conditions: time 90 minute. The product is N1(CCC1)CC(O)C1=NC=C(C=C1)COC1=NN2C(C3=CC=CC=C13)=NN=C2C2=NOC(=C2)C (2-(Azetidin-1-yl)-1-{5-[3-(5-methylisoxazol-3-yl)-[1,2,4]triazolo[3,4-α]phthalazin-6-yloxymethyl]pyridin-2-yl}ethanol). Isolated yield 1.0%. RXN SMILES: Br[N:2]1[C:6](=O)[CH2:5][CH2:4]C1=O.[CH3:9][C:10]1[O:14][N:13]=[C:12]([C:15]2[N:19]3[N:20]=[C:21]([O:28][CH2:29][C:30]4[CH:31]=[N:32][C:33]([CH:36]=[CH2:37])=[CH:34][CH:35]=4)[C:22]4[C:27]([C:18]3=[N:17][N:16]=2)=[CH:26][CH:25]=[CH:24][CH:23]=4)[CH:11]=1.[OH-:38].[Na+].C(C1C=CC=CN=1)=C.N1CCC1>CN(C=O)C.O.CC(O)=O>[N:2]1([CH2:37][CH:36]([C:33]2[CH:34]=[CH:35][C:30]([CH2:29][O:28][C:21]3[C:22]4[C:27](=[CH:26][CH:25]=[CH:24][CH:23]=4)[C:18]4=[N:17][N:16]=[C:15]([C:12]5[CH:11]=[C:10]([CH3:9])[O:14][N:13]=5)[N:19]4[N:20]=3)=[CH:31][N:32]=2)[OH:38])[CH2:4][CH2:5][CH2:6]1 |f:2.3|. Reported procedure: N-Bromosuccinimide (254 mg, 1.42 mmol) was added to a stirred solution of 3-(5-methylisoxazol-3-yl)-6-(6-vinylpyridin-3-ylmethoxy)-[1,2,4]triazolo[3,4-α]phthalazine (500 mg, 1.30 mmol) in DMF (70 ml), H2O (10 ml) and AcOH (0.1 ml) and the resulting solution stirred at room temperature for 90 min and then 4 N NaOH (3 ml) was added. The mixture was concentrated under reduced pressure and then taken up in CH2Cl2 (100 ml), dried and concentrated. The mixture was purified by column chromatography on ...